Task: describe an organic reaction: reactants, conditions, products, and yield. Dataset: the Open Reaction Database (ORD), a public repository of structured organic reaction records Starting materials: CCN(Cc1ccc(OCc2ccccc2)cc1)c1ccc(C#N)cc1, CCOC(C)=O, [H][H]. Yields the product CCN(Cc1ccc(O)cc1)c1ccc(C#N)cc1. RXN SMILES: [CH2:1]([c:2]1[cH:3][cH:4][cH:5][cH:6][cH:7]1)[O:8][c:9]1[cH:10][cH:11][c:12]([CH2:13][N:14]([CH2:15][CH3:16])[c:17]2[cH:18][cH:19][c:20]([C:21]#[N:22])[cH:23][cH:24]2)[cH:25][cH:26]1.[CH3:29][CH2:30][O:31][C:32](=[O:33])[CH3:34].[H:27][H:28]>>[OH:8][c:9]1[cH:10][cH:11][c:12]([CH2:13][N:14]([CH2:15][CH3:16])[c:17]2[cH:18][cH:19][c:20]([C:21]#[N:22])[cH:23][cH:24]2)[cH:25][cH:26]1. Reactants: OCCN1C(SC(=C1C1=CC=CC=C1)C)=S (3-(2-hydroxyethyl)-5-methyl-4-phenyl-3H-thiazole-2-thione), C(C)(=O)OC(C)=O (acetic anhydride), TEA. The solvent is C(Cl)(Cl)Cl (CHCl3). The product is C(C)(=O)OCCN1C(SC(=C1C1=CC=CC=C1)C)=S (2-(5-methyl-4-phenyl-2-thioxothiazol-3-yl)ethyl acetate). As a reaction SMILES: [OH:1][CH2:2][CH2:3][N:4]1[C:8]([C:9]2[CH:14]=[CH:13][CH:12]=[CH:11][CH:10]=2)=[C:7]([CH3:15])[S:6][C:5]1=[S:16].[C:17](OC(=O)C)(=[O:19])[CH3:18]>C(Cl)(Cl)Cl>[C:17]([O:1][CH2:2][CH2:3][N:4]1[C:8]([C:9]2[CH:10]=[CH:11][CH:12]=[CH:13][CH:14]=2)=[C:7]([CH3:15])[S:6][C:5]1=[S:16])(=[O:19])[CH3:18]. Reported procedure: Intermediate 3-(2-hydroxyethyl)-5-methyl-4-phenyl-3H-thiazole-2-thione was treated with acetic anhydride (1 equiv) and TEA (2 equiv) in CHCl3. After 12 h the product mixture was concentrated and chromatographed (silica gel, 0–40% EtOAc/Hex) to afford the title compound. 1H-NMR (CDCl3): δ 7.50–7.55 (3H, m), 7.28–7.32 (2H, m), 4.32 (2H, t), 4.26 (2H, t), 2.03 (3H, s), 1.93 (3H, s). RXN SMILES: [CH3:23][CH2:24][O:25][C:26](=[O:27])[CH3:28].[Cl-:13].[Cl:14][CH2:15][CH2:16][CH2:17][S:18](=[O:19])(=[O:20])[OH:21].[NH2:1][c:2]1[c:3]([CH3:12])[cH:4][c:5]([C:6](=[O:7])[O:8][CH3:9])[cH:10][cH:11]1.[OH2:22].[cH:29]1[cH:30][cH:31][n:32][cH:33][cH:34]1>>[NH:1]([c:2]1[c:3]([CH3:12])[cH:4][c:5]([C:6](=[O:7])[O:8][CH3:9])[cH:10][cH:11]1)[S:18]([CH2:17][CH2:16][CH2:15][Cl:14])(=[O:19])=[O:20]. Product: COC(=O)c1ccc(NS(=O)(=O)CCCCl)c(C)c1. Reactants: CCOC(C)=O, [Cl-], O=S(=O)(O)CCCCl, COC(=O)c1ccc(N)c(C)c1, O, c1ccncc1. The reactants are C(C)OC(=O)N1CCNCCC1 (1-ethoxycarbonyl[1,4]diazepane), ClC=1NC2=C(N1)C=CC=C2 (2-chlorobenzimidazole). The solvent is CO (methanol). Conditions: temperature 130 celsius, time 4 hour. The product is C(C)OC(=O)N1CCN(CCC1)C1=NC2=C(N1)C=CC=C2 (1-ethoxycarbonyl-4-(1H-benzimidazol-2-yl)[1,4]diazepane). Reaction SMILES: [CH2:1]([O:3][C:4]([N:6]1[CH2:12][CH2:11][CH2:10][NH:9][CH2:8][CH2:7]1)=[O:5])[CH3:2].Cl[C:14]1[NH:15][C:16]2[CH:22]=[CH:21][CH:20]=[CH:19][C:17]=2[N:18]=1>CO>[CH2:1]([O:3][C:4]([N:6]1[CH2:12][CH2:11][CH2:10][N:9]([C:14]2[NH:18][C:17]3[CH:19]=[CH:20][CH:21]=[CH:22][C:16]=3[N:15]=2)[CH2:8][CH2:7]1)=[O:5])[CH3:2]. Procedure: Combine 1-ethoxycarbonyl[1,4]diazepane (36.6 g, 212 mmol) and 2-chlorobenzimidazole (18.0 g, 106 mmol). Heat to 130° C. After 4 hours, cool to ambient temperature and add hot methanol to dissolve the reaction mixture. Partition the methanol solution between dichloromethane (700 mL) and a solution of sodium hydroxide (20 g) in water (500 mL). Separate the layers and extract the aqueous layer three times with dichloromethane. Combine the organic layers, extract with brine, dry over Na2SO4, filter,... The reactants are C=O, CCO, O=C(C1CC(Oc2ccc(F)cc2)CN1)N1CCCN(C2CCC2)CC1, [Na+], [OH-]. The product is CN1CC(Oc2ccc(F)cc2)CC1C(=O)N1CCCN(C2CCC2)CC1. RXN SMILES: [CH2:27]=[O:28].[CH3:29][CH2:30][OH:31].[CH:1]1([N:5]2[CH2:6][CH2:7][N:8]([C:12](=[O:13])[CH:14]3[NH:15][CH2:16][CH:17]([O:19][c:20]4[cH:21][cH:22][c:23]([F:26])[cH:24][cH:25]4)[CH2:18]3)[CH2:9][CH2:10][CH2:11]2)[CH2:2][CH2:3][CH2:4]1.[Na+:33].[OH-:32]>>[CH:1]1([N:5]2[CH2:6][CH2:7][N:8]([C:12](=[O:13])[CH:14]3[N:15]([CH3:27])[CH2:16][CH:17]([O:19][c:20]4[cH:21][cH:22][c:23]([F:26])[cH:24][cH:25]4)[CH2:18]3)[CH2:9][CH2:10][CH2:11]2)[CH2:2][CH2:3][CH2:4]1. The reactants are C1(CC1)NC(C1=CC(=C(C(=C1)F)C)C=1C=C2C(=CN(C(C2=CC1)=O)CC1CC1)C=O)=O (N-Cyclopropyl-3-(2-(cyclopropylmethyl)-4-formyl-1-oxo-1,2-dihydroisoquinolin-6-yl)-5-fluoro-4-methylbenzamide), OC[C@H]1N(CCNC1)C(=O)OC(C)(C)C ((S)-2-(hydroxymethyl)-piperazine-1-carboxylic acid, tert-butyl ester). Product: C1(CC1)NC(C1=CC(=C(C(=C1)F)C)C=1C=C2C(=CN(C(C2=CC1)=O)CC1CC1)CN1C[C@H](NCC1)CO)=O ((S)—N-Cyclopropyl-3-(2-(cyclopropylmethyl)-4-((3-(hydroxymethyl)piperazin-1-yl)methyl)-1-oxo-1,2-dihydroisoquinolin-6-yl)-5-fluoro-4-methylbenzamide). Reaction SMILES: [CH:1]1([NH:4][C:5](=[O:31])[C:6]2[CH:11]=[C:10]([F:12])[C:9]([CH3:13])=[C:8]([C:14]3[CH:15]=[C:16]4[C:21](=[CH:22][CH:23]=3)[C:20](=[O:24])[N:19]([CH2:25][CH:26]3[CH2:28][CH2:27]3)[CH:18]=[C:17]4[CH:29]=O)[CH:7]=2)[CH2:3][CH2:2]1.[OH:32][CH2:33][C@@H:34]1[CH2:39][NH:38][CH2:37][CH2:36][N:35]1C(OC(C)(C)C)=O>>[CH:1]1([NH:4][C:5](=[O:31])[C:6]2[CH:11]=[C:10]([F:12])[C:9]([CH3:13])=[C:8]([C:14]3[CH:15]=[C:16]4[C:21](=[CH:22][CH:23]=3)[C:20](=[O:24])[N:19]([CH2:25][CH:26]3[CH2:27][CH2:28]3)[CH:18]=[C:17]4[CH2:29][N:38]3[CH2:37][CH2:36][NH:35][C@H:34]([CH2:33][OH:32])[CH2:39]3)[CH:7]=2)[CH2:2][CH2:3]1. Reported procedure: The title compound was prepared as a solid according to the method of Example 81 using the product of Example 75 step i) and (S)-2-(hydroxymethyl)-piperazine-1-carboxylic acid, tert-butyl ester. The reactants are C(#N)C1SC=2N=C(N=C3N(N=C(C1)C32)CC3=NC=C(C(=C3C)OC)C)N(C(=O)OC(C)(C)C)C(=O)OC(C)(C)C (di-tert-butyl {7-cyano-2-[(4-methoxy-3,5-dimethylpyridin-2-yl)methyl]-7,8-dihydro-2H-6-thia-1,2,3,5-tetraazaacenaphthylen-4-yl}imidodicarbonate), C([O-])(O)=O.[Na+] (sodium bicarbonate), COC1=C(C(=NC=C1C)CN1N=C2CC(SC=3N=C(N=C1C23)N)C)C (2-[(4-Methoxy-3,5-dimethylpyridin-2-yl)methyl]-7-methyl-7,8-dihydro-2H-6-thia-1,2,3,5-tetraazaacenaphthylen-4-amine), Cl (hydrochloric acid). Solvent: O (water). Reaction conditions: time 1.5 hour. Yields the product NC=1N=C2N(N=C3CC(SC(N1)=C32)C(=O)N)CC3=NC=C(C(=C3C)OC)C (4-Amino-2-[(4-methoxy-3,5-dimethylpyridin-2-yl)methyl]-7,8-dihydro-2H-6-thia-1,2,3,5-tetraazaacenaphthylene-7-carboxamide). The yield is 91.0%. As a reaction SMILES: [C:1]([CH:3]1[CH2:13][C:12]2[C:14]3[C:9]([N:10]([CH2:15][C:16]4[C:21]([CH3:22])=[C:20]([O:23][CH3:24])[C:19]([CH3:25])=[CH:18][N:17]=4)[N:11]=2)=[N:8][C:7]([N:26](C(OC(C)(C)C)=O)C(OC(C)(C)C)=O)=[N:6][C:5]=3[S:4]1)#[N:2].C[O:42]C1C(C)=CN=C(CN2C3C4C(CC(C)SC=4N=C(N)N=3)=N2)C=1C.Cl.C(=O)(O)[O-].[Na+]>O>[NH2:26][C:7]1[N:8]=[C:9]2[C:14]3[C:12]([CH2:13][CH:3]([C:1]([NH2:2])=[O:42])[S:4][C:5]=3[N:6]=1)=[N:11][N:10]2[CH2:15][C:16]1[C:21]([CH3:22])=[C:20]([O:23][CH3:24])[C:19]([CH3:25])=[CH:18][N:17]=1 |f:3.4|. Procedure details: A mixture composed of di-tert-butyl {7-cyano-2-[(4-methoxy-3,5-dimethylpyridin-2-yl)methyl]-7,8-dihydro-2H-6-thia-1,2,3,5-tetraazaacenaphthylen-4-yl}imidodicarbonate of Step 4) of Example 3 (30 mg) and concentrated hydrochloric acid (1 mL) was stirred at room temperature for 1.5 hours. The reaction mixture was diluted with water and neutralized with a saturated sodium bicarbonate solution. The precipitate was collected by filtration and sequentially washed with a saturated sodium bicarbonate sol...